Task: describe an organic reaction: reactants, conditions, products, and yield. Dataset: the Open Reaction Database (ORD), a public repository of structured organic reaction records Starting materials: BrC1=CC(=C(C=C1)SC)F (4-bromo-2-fluorothioanisole), OOS(=O)[O-].[K+] (oxone), CO (methanol). The product is BrC1=CC(=C(C=C1)S(=O)(=O)C)F (4-bromo-2-fluoro-1-methanesulfonyl-benzene). Isolated yield 78.0%. As a reaction SMILES: [Br:1][C:2]1[CH:7]=[CH:6][C:5](SC)=[C:4]([F:10])[CH:3]=1.O[O:12][S:13]([O-:15])=O.[K+].[CH3:17]O>>[Br:1][C:2]1[CH:7]=[CH:6][C:5]([S:13]([CH3:17])(=[O:15])=[O:12])=[C:4]([F:10])[CH:3]=1 |f:1.2|. Reported procedure: Combine 4-bromo-2-fluorothioanisole (U.S. Pat. No. 6,307,047, 2.7 g, 12 mmol), oxone (38 g, 62 mmol) and methanol (200 mL) and stir for 12 hours. Filter through a pad of silica gel and elute with ethyl acetate (500 mL). Evaporate solvent and partition between dichloromethane (200 mL) and water (100 mL). Separate the layers, wash the organic layer with saturated aqueous NaHCO3 (10 mL), brine (10 mL), dry with MgSO4, filter, and concentrate in vacuo. Wash the crude solid with hexane (20 mL), ether... Starting materials: CCOC(C)=O, CN(C)C=O, Nc1ccc(Oc2ccc(-c3c[nH]c(COc4ccccc4)n3)cc2)cc1, O, O=C=Nc1ccccc1. As a reaction SMILES: [CH3:38][CH2:39][O:40][C:41](=[O:42])[CH3:43].[CH3:44][N:45]([CH3:46])[CH:47]=[O:48].[O:1]([c:2]1[cH:3][cH:4][cH:5][cH:6][cH:7]1)[CH2:8][c:9]1[nH:10][cH:11][c:12](-[c:14]2[cH:15][cH:16][c:17]([O:18][c:19]3[cH:20][cH:21][c:22]([NH2:23])[cH:24][cH:25]3)[cH:26][cH:27]2)[n:13]1.[OH2:37].[c:28]1([N:34]=[C:35]=[O:36])[cH:29][cH:30][cH:31][cH:32][cH:33]1>>[O:1]([c:2]1[cH:3][cH:4][cH:5][cH:6][cH:7]1)[CH2:8][c:9]1[nH:10][cH:11][c:12](-[c:14]2[cH:15][cH:16][c:17]([O:18][c:19]3[cH:20][cH:21][c:22]([NH:23][C:35]([NH:34][c:28]4[cH:29][cH:30][cH:31][cH:32][cH:33]4)=[O:36])[cH:24][cH:25]3)[cH:26][cH:27]2)[n:13]1. Product: O=C(Nc1ccccc1)Nc1ccc(Oc2ccc(-c3c[nH]c(COc4ccccc4)n3)cc2)cc1. The reactants are C[O-].[Na+] (sodium methoxide), ClC1=C(CC=2N=NC(=CC2)C#CC2=CC=CC=C2)C=C(C=C1)[C@@H]1O[C@@H]([C@H]([C@@H]([C@H]1OCC1=CC=CC=C1)OCC1=CC=CC=C1)OCC1=CC=CC=C1)COCC1=CC=CC=C1 (3-(2-Chloro-5-((2S,3S,4R,5R,6R)-3,4,5-tris(benzyloxy)-6-(benzyloxymethyl)-tetrahydro-2H-pyran-2-yl)benzyl)-6-(phenylethynyl)pyridazine), FC(S(=O)(=O)O[Si](C)(C)C)(F)F (trimethylsilyl trifluoromethanesulfonate), [H][H] (hydrogen). The solvent is CO (methanol), C(C)(=O)OC(C)=O (acetic anhydride), C(C)(=O)OC(C)=O (acetic anhydride). Product: ClC1=C(C=C(C=C1)C1OC(C(C(C1O)O)O)CO)CC=1N=NC(=CC1)C#CC1=CC=CC=C1 (2-(4-Chloro-3-((6-(phenylethynyl)pyridazin-3-yl)methyl)phenyl)-6-(hydroxymethyl)-tetrahydro-2H-pyran-3,4,5-triol). Isolated yield 20.0%. RXN SMILES: [Cl:1][C:2]1[CH:22]=[CH:21][C:20]([C@H:23]2[C@H:28]([O:29]CC3C=CC=CC=3)[C@@H:27]([O:37]CC3C=CC=CC=3)[C@H:26]([O:45]CC3C=CC=CC=3)[C@@H:25]([CH2:53][O:54]CC3C=CC=CC=3)[O:24]2)=[CH:19][C:3]=1[CH2:4][C:5]1[N:6]=[N:7][C:8]([C:11]#[C:12][C:13]2[CH:18]=[CH:17][CH:16]=[CH:15][CH:14]=2)=[CH:9][CH:10]=1.FC(F)(F)S(O[Si](C)(C)C)(=O)=O.C[O-].[Na+].[H][H]>C(OC(=O)C)(=O)C.CO>[Cl:1][C:2]1[CH:22]=[CH:21][C:20]([CH:23]2[CH:28]([OH:29])[CH:27]([OH:37])[CH:26]([OH:45])[CH:25]([CH2:53][OH:54])[O:24]2)=[CH:19][C:3]=1[CH2:4][C:5]1[N:6]=[N:7][C:8]([C:11]#[C:12][C:13]2[CH:18]=[CH:17][CH:16]=[CH:15][CH:14]=2)=[CH:9][CH:10]=1 |f:2.3|. Reported procedure: To a solution of 3-(2-chloro-5-((2S,3S,4R,5R,6R)-3,4,5-tris(benzyloxy)-6-(benzyloxymethyl)-tetrahydro-2H-pyran-2-yl)benzyl)-6-(phenylethynyl)pyridazine (0.5 mmol) from step 1 at −30° C. in acetic anhydride (10 mL) was slowly added a solution of trimethylsilyl trifluoromethanesulfonate (0.73 mL, 4.0 mmol) in acetic anhydride (5 mL). The resulting mixture was stirred with gradual warming to ambient temperature over 15 h, cooled to 0° C., and quenched with saturated sodium bicarbonate. After diluti... The reactants are COC(CCC1=CC(=CC=C1)CNS(=O)(=O)C1=CC=CC=C1)=O (3-[3-(benzenesulfonylamino-methyl)-phenyl]-propionic acid methyl ester), BrCC=CC1=CC(=CC(=C1)Cl)Cl (1-(3-bromo-propenyl)-3,5-dichloro-benzene). The product is COC(CCC1=CC(=CC=C1)CN(CC=CC1=CC(=CC(=C1)Cl)Cl)S(=O)(=O)C1=CC=CC=C1)=O (3-[3-({Benzenesulfonyl-[3-(3,5-dichloro-phenyl)-allyl]-amino}-methyl)-phenyl]-propionic acid methyl ester). RXN SMILES: [CH3:1][O:2][C:3](=[O:23])[CH2:4][CH2:5][C:6]1[CH:11]=[CH:10][CH:9]=[C:8]([CH2:12][NH:13][S:14]([C:17]2[CH:22]=[CH:21][CH:20]=[CH:19][CH:18]=2)(=[O:16])=[O:15])[CH:7]=1.Br[CH2:25][CH:26]=[CH:27][C:28]1[CH:33]=[C:32]([Cl:34])[CH:31]=[C:30]([Cl:35])[CH:29]=1>>[CH3:1][O:2][C:3](=[O:23])[CH2:4][CH2:5][C:6]1[CH:11]=[CH:10][CH:9]=[C:8]([CH2:12][N:13]([S:14]([C:17]2[CH:22]=[CH:21][CH:20]=[CH:19][CH:18]=2)(=[O:16])=[O:15])[CH2:25][CH:26]=[CH:27][C:28]2[CH:29]=[C:30]([Cl:35])[CH:31]=[C:32]([Cl:34])[CH:33]=2)[CH:7]=1. Procedure details: Following the procedure described in Step A of Example 2, 3-[3-(benzenesulfonylamino-methyl)-phenyl]-propionic acid methyl ester was alkylated with 1-(3-bromo-propenyl)-3,5-dichloro-benzene to provide the title compound of Step A. 1H NMR (400 MHz, CDCl3) δ 7.87 (dd, 2H), 7.63 (m, 1H), 7.55 (m, 2H), 7.22 (m, 2H), 7.07 (m, 3H), 6.93 (s, 2H), 6.11 (d, 1H), 5.77 (m, 1H), 4.34 (s, 2H), 3.87 (d, 2H), 3.66 (s, 3H), 2.87 (t, 2H), 2.54 (t, 2H). The reactants are C(C1=CC=CC=C1)OCCCCOC1=CC=C(C(=N1)NC(C(C)(C)C)=O)C=CC(=O)OCC (ethyl 3-(6-(4-(benzyloxy)butoxy)-2-pivalamidopyridin-3-yl)acrylate). Reagents/catalysts: [Ni] (Ni). The solvent is C1CCOC1 (THF). Yields the product C(C1=CC=CC=C1)OCCCCOC1=CC=C(C(=N1)NC(C(C)(C)C)=O)CCC(=O)OCC (ethyl 3-(6-(4-(benzyloxy)butoxy)-2-pivalamidopyridin-3-yl)propanoate). The yield is 71.4%. Reaction SMILES: [CH2:1]([O:8][CH2:9][CH2:10][CH2:11][CH2:12][O:13][C:14]1[N:19]=[C:18]([NH:20][C:21](=[O:26])[C:22]([CH3:25])([CH3:24])[CH3:23])[C:17]([CH:27]=[CH:28][C:29]([O:31][CH2:32][CH3:33])=[O:30])=[CH:16][CH:15]=1)[C:2]1[CH:7]=[CH:6][CH:5]=[CH:4][CH:3]=1>C1COCC1.[Ni]>[CH2:1]([O:8][CH2:9][CH2:10][CH2:11][CH2:12][O:13][C:14]1[N:19]=[C:18]([NH:20][C:21](=[O:26])[C:22]([CH3:25])([CH3:23])[CH3:24])[C:17]([CH2:27][CH2:28][C:29]([O:31][CH2:32][CH3:33])=[O:30])=[CH:16][CH:15]=1)[C:2]1[CH:7]=[CH:6][CH:5]=[CH:4][CH:3]=1. Reported procedure: Intermediate 8 (2.46 g, 5.4 mmol) was hydrogenated under an atmosphere of H2 (40 psi) using Raney Ni (1.59 g, 27.1 mmol) in THF (120 mL). The reaction was filtered to remove the Raney Ni and the filtrate was concentrated to afford ethyl 3-(6-(4-(benzyloxy)butoxy)-2-pivalamidopyridin-3-yl)propanoate (intermediate 9) (1.76 g, 71.5% crude) as an oil. Starting materials: CN(CCCCN)CCC(C1=NC=CC=C1)C1=CC=CC=C1 (N-methyl-N-[3-phenyl-3-(2-pyridyl)propyl]-1,4-butanediamine), C(=O)(N1C=NC=C1)N1C=NC=C1 (1,1'-carbonyldiimidazole), N(C(=N)N)C=1SC=C(N1)CSCCN (2-[[(2-guanidino-4-thiazolyl)methyl]thio]ethaneamine). The solvent is C(C)(=O)OCC.CO (ethyl acetate methanol). Product: N(C(=N)N)C=1SC=C(N1)CSCCNC(=O)NCCCCN(C)CCC(C1=NC=CC=C1)C1=CC=CC=C1 (N-[2-[[(2-guanidino-4-thiazolyl)methyl]thio]ethyl]-N'-[4-[N-[3-phenyl-3-(2-pyridyl)propyl]-N-methylamino]butyl]urea). Reaction SMILES: [CH3:1][N:2]([CH2:8][CH2:9][CH:10]([C:17]1[CH:22]=[CH:21][CH:20]=[CH:19][CH:18]=1)[C:11]1[CH:16]=[CH:15][CH:14]=[CH:13][N:12]=1)[CH2:3][CH2:4][CH2:5][CH2:6][NH2:7].[C:23](N1C=CN=C1)(N1C=CN=C1)=[O:24].[NH:35]([C:39]1[S:40][CH:41]=[C:42]([CH2:44][S:45][CH2:46][CH2:47][NH2:48])[N:43]=1)[C:36]([NH2:38])=[NH:37]>C(OCC)(=O)C.CO>[NH:35]([C:39]1[S:40][CH:41]=[C:42]([CH2:44][S:45][CH2:46][CH2:47][NH:48][C:23]([NH:7][CH2:6][CH2:5][CH2:4][CH2:3][N:2]([CH2:8][CH2:9][CH:10]([C:17]2[CH:18]=[CH:19][CH:20]=[CH:21][CH:22]=2)[C:11]2[CH:16]=[CH:15][CH:14]=[CH:13][N:12]=2)[CH3:1])=[O:24])[N:43]=1)[C:36]([NH2:38])=[NH:37] |f:3.4|. Procedure: Preparation is effected analogously to Example 63, using 0.89 g (3 mmol) of N-methyl-N-[3-phenyl-3-(2-pyridyl)propyl]-1,4-butanediamine, an equimolar amount of 1,1'-carbonyldiimidazole and 0.75 g (3.2 mmol) of 2-[[(2-guanidino-4-thiazolyl)methyl]thio]ethaneamine as starting materials. Working up by chromatography (eluant: chloroform/methanol 9+1) analogously to Example 63 yields the purified title compound in the form of a dry foam; MS (+FAB method): m/z (rel. int.[%])=555 ([M+H]+ 1), 196 (100);... Starting materials: N1=C(C=CC=C1)C1=NOC(=N1)C1=CC(=CC(=C1)O)C#N (3-(2-pyridyl)-5-(3-cyano-5-hydroxyphenyl) -1,2,4-oxadiazole), C([O-])([O-])=O.[K+].[K+] (potassium carbonate), Cl.CN(C(CCl)C)C (2-dimethylaminopropyl chloride hydrochloride). Run in CN(C=O)C (N,N-dimethylformamide). The product is N1=C(C=CC=C1)C1=NOC(=N1)C1=CC(=CC(=C1)OCCCN(C)C)C#N (3-(2-pyridyl)-5-(3-cyano-5-(dimethylaminopropoxy)phenyl) -1,2,4-oxadiazole). Yield: 23.9%. Reaction SMILES: [N:1]1[CH:6]=[CH:5][CH:4]=[CH:3][C:2]=1[C:7]1[N:11]=[C:10]([C:12]2[CH:17]=[C:16]([OH:18])[CH:15]=[C:14]([C:19]#[N:20])[CH:13]=2)[O:9][N:8]=1.[C:21](=O)([O-])[O-].[K+].[K+].Cl.[CH3:28][N:29]([CH3:34])[CH:30](C)[CH2:31]Cl>CN(C)C=O>[N:1]1[CH:6]=[CH:5][CH:4]=[CH:3][C:2]=1[C:7]1[N:11]=[C:10]([C:12]2[CH:17]=[C:16]([O:18][CH2:21][CH2:31][CH2:30][N:29]([CH3:34])[CH3:28])[CH:15]=[C:14]([C:19]#[N:20])[CH:13]=2)[O:9][N:8]=1 |f:1.2.3,4.5|. Reported procedure: In a similar fashion, 3-(2-pyridyl)-5-(3-cyano-5-hydroxyphenyl) -1,2,4-oxadiazole (31 mg, 0.12 mmol), potassium carbonate (381mg, 2.8 mmol) and 2-dimethylaminopropyl chloride hydrochloride (51 mg, 0.32 mmol) in N,N-dimethylformamide (1 mL) were heated in a sealed vial at 150° C. for 5 minutes. Standard work up and chromatography afforded 10 mg (24%) of 3-(2-pyridyl)-5-(3-cyano-5-(dimethylaminopropoxy)phenyl) -1,2,4-oxadiazole: 1H NMR (CDCl3): δ-8.86 (d, 1H), 8.23 (d, 1H), 8.14 (s, 1H), 8.03 (s, ...